Dataset: the Open Reaction Database (ORD), a public repository of structured organic reaction records. Task: describe an organic reaction: reactants, conditions, products, and yield The reactants are CI, CCc1[nH]n(C2CCCC2)c2nc(=S)[nH]c(=O)c1-2, [H-], [Na+], CN(C)C=O, O. Product: CCc1[nH]n(C2CCCC2)c2nc(SC)nc(=O)c1-2. RXN SMILES: [CH3:21][I:22].[CH:1]1([n:6]2[nH:7][c:8]([CH2:17][CH3:18])[c:9]3[c:14](=[O:15])[nH:13][c:12](=[S:16])[n:11][c:10]2-3)[CH2:2][CH2:3][CH2:4][CH2:5]1.[H-:20].[Na+:19].[O:24]=[CH:25][N:26]([CH3:27])[CH3:28].[OH2:23]>>[CH:1]1([n:6]2[nH:7][c:8]([CH2:17][CH3:18])[c:9]3[c:14](=[O:15])[n:13][c:12]([S:16][CH3:21])[n:11][c:10]2-3)[CH2:2][CH2:3][CH2:4][CH2:5]1. Starting materials: N#Cc1cccc(-c2ccc(Br)o2)c1, ClCCl, Fc1ccc(Br)nc1, c1ccc(P(c2ccccc2)(c2ccccc2)[Pd](P(c2ccccc2)(c2ccccc2)c2ccccc2)(P(c2ccccc2)(c2ccccc2)c2ccccc2)P(c2ccccc2)(c2ccccc2)c2ccccc2)cc1. The product is N#Cc1cccc(-c2ccc(-c3ccc(F)cn3)o2)c1. Reaction SMILES: [Br:9][c:10]1[cH:11][cH:12][c:13](-[c:15]2[cH:16][c:17]([C:18]#[N:19])[cH:20][cH:21][cH:22]2)[o:14]1.[Cl:23][CH2:24][Cl:25].[F:1][c:2]1[cH:3][cH:4][c:5]([Br:8])[n:6][cH:7]1.[cH:26]1[cH:27][cH:28][c:29]([P:30]([Pd:31]([P:32]([c:33]2[cH:34][cH:35][cH:36][cH:37][cH:38]2)([c:39]2[cH:40][cH:41][cH:42][cH:43][cH:44]2)[c:45]2[cH:46][cH:47][cH:48][cH:49][cH:50]2)([P:51]([c:52]2[cH:53][cH:54][cH:55][cH:56][cH:57]2)([c:58]2[cH:59][cH:60][cH:61][cH:62][cH:63]2)[c:64]2[cH:65][cH:66][cH:67][cH:68][cH:69]2)[P:70]([c:71]2[cH:72][cH:73][cH:74][cH:75][cH:76]2)([c:77]2[cH:78][cH:79][cH:80][cH:81][cH:82]2)[c:83]2[cH:84][cH:85][cH:86][cH:87][cH:88]2)([c:89]2[cH:90][cH:91][cH:92][cH:93][cH:94]2)[c:95]2[cH:96][cH:97][cH:98][cH:99][cH:100]2)[cH:101][cH:102]1>>[F:1][c:2]1[cH:3][cH:4][c:5](-[c:10]2[cH:11][cH:12][c:13](-[c:15]3[cH:16][c:17]([C:18]#[N:19])[cH:20][cH:21][cH:22]3)[o:14]2)[n:6][cH:7]1. Starting materials: COc1ccc(C(=O)Nc2ccc(C=Cc3ccc(NC(=O)c4ccc(S(C)(=O)=O)cc4)cc3S(=O)(=O)O)c(S(=O)(=O)O)c2)cc1S(=O)(=O)N1CCOCC1, C(=Cc1ccccc1)c1ccccc1. Yields the product COc1ccc(C(=O)Nc2ccc(CCc3ccc(NC(=O)c4ccc(S(C)(=O)=O)cc4)cc3S(=O)(=O)O)c(S(=O)(=O)O)c2)cc1S(=O)(=O)N1CCOCC1. RXN SMILES: [CH3:15][O:16][c:17]1[c:18]([S:61](=[O:62])(=[O:63])[N:64]2[CH2:65][CH2:66][O:67][CH2:68][CH2:69]2)[cH:19][c:20]([C:21](=[O:22])[NH:23][c:24]2[cH:25][cH:26][c:27]([CH:34]=[CH:35][c:36]3[c:37]([S:55](=[O:56])(=[O:57])[OH:58])[cH:38][c:39]([NH:42][C:43]([c:44]4[cH:45][cH:46][c:47]([S:50](=[O:51])(=[O:52])[CH3:53])[cH:48][cH:49]4)=[O:54])[cH:40][cH:41]3)[c:28]([S:30](=[O:31])(=[O:32])[OH:33])[cH:29]2)[cH:59][cH:60]1.[c:1]1([CH:2]=[CH:3][c:4]2[cH:5][cH:6][cH:7][cH:8][cH:9]2)[cH:10][cH:11][cH:12][cH:13][cH:14]1>>[CH3:15][O:16][c:17]1[c:18]([S:61](=[O:62])(=[O:63])[N:64]2[CH2:65][CH2:66][O:67][CH2:68][CH2:69]2)[cH:19][c:20]([C:21](=[O:22])[NH:23][c:24]2[cH:25][cH:26][c:27]([CH2:34][CH2:35][c:36]3[c:37]([S:55](=[O:56])(=[O:57])[OH:58])[cH:38][c:39]([NH:42][C:43]([c:44]4[cH:45][cH:46][c:47]([S:50](=[O:51])(=[O:52])[CH3:53])[cH:48][cH:49]4)=[O:54])[cH:40][cH:41]3)[c:28]([S:30](=[O:31])(=[O:32])[OH:33])[cH:29]2)[cH:59][cH:60]1. Reactants: Cc1cc(N)ccc1Oc1ncccc1-c1ccncn1, Cc1ccccc1, CS(C)=O, Clc1nc2ccccc2o1. Yields the product Cc1cc(Nc2nc3ccccc3o2)ccc1Oc1ncccc1-c1ccncn1. Reaction SMILES: [CH3:1][c:2]1[cH:3][c:4]([NH2:21])[cH:5][cH:6][c:7]1[O:8][c:9]1[n:10][cH:11][cH:12][cH:13][c:14]1-[c:15]1[n:16][cH:17][n:18][cH:19][cH:20]1.[CH3:32][c:33]1[cH:34][cH:35][cH:36][cH:37][cH:38]1.[CH3:39][S:40]([CH3:41])=[O:42].[Cl:22][c:23]1[o:24][c:25]2[c:26]([n:27]1)[cH:28][cH:29][cH:30][cH:31]2>>[CH3:1][c:2]1[cH:3][c:4]([NH:21][c:23]2[o:24][c:25]3[c:26]([n:27]2)[cH:28][cH:29][cH:30][cH:31]3)[cH:5][cH:6][c:7]1[O:8][c:9]1[n:10][cH:11][cH:12][cH:13][c:14]1-[c:15]1[n:16][cH:17][n:18][cH:19][cH:20]1. The reactants are ClC=1C=CC=C2C(C(NC12)=O)=O (7-chloroisatin), [N+](=O)([O-])C (nitromethane). Solvent: O (water). Conditions: temperature 30 celsius, time 24 hour. Product: ClC=1C=CC=C2C(C(NC12)=O)(C[N+](=O)[O-])O (7-chloro-3-hydroxy-3-(nitromethyl)indolin-2-one). As a reaction SMILES: [Cl:1][C:2]1[CH:3]=[CH:4][CH:5]=[C:6]2[C:10]=1[NH:9][C:8](=[O:11])[C:7]2=[O:12].[N+:13]([CH3:16])([O-:15])=[O:14]>O>[Cl:1][C:2]1[CH:3]=[CH:4][CH:5]=[C:6]2[C:10]=1[NH:9][C:8](=[O:11])[C:7]2([OH:12])[CH2:16][N+:13]([O-:15])=[O:14]. Reported procedure: 7-chloroisatin (0.09 g) and nitromethane (0.1 ml) were added to water and the reaction mixture was vigorously stirred at a temperature of 30° C. for 24 hours. The obtained product was extracted with ethyl acetate and the solvent was removed to give pure product. Product: CC(=O)C(N=Nc1ccc(OC(F)F)cc1)C(C)=O. Reaction SMILES: [CH3:25][C:26](=[O:27])[CH2:28][C:29]([CH3:30])=[O:31].[CH3:33][C:34](=[O:35])[O-:36].[CH3:43][CH2:44][OH:45].[F:1][CH:2]([O:3][c:4]1[cH:5][cH:6][c:7]([NH2:10])[cH:8][cH:9]1)[F:11].[K+:32].[N:21]([O-:22])=[O:23].[Na+:24].[Na+:37].[Na+:38].[O-:39][C:40](=[O:41])[O-:42].[OH:17][N+:18](=[O:19])[O-:20].[P:12](=[O:13])([OH:14])([OH:15])[OH:16]>>[F:1][CH:2]([O:3][c:4]1[cH:5][cH:6][c:7]([N:10]=[N:21][CH:28]([C:26]([CH3:25])=[O:27])[C:29]([CH3:30])=[O:31])[cH:8][cH:9]1)[F:11]. Starting materials: CC(=O)CC(C)=O, CC(=O)[O-], CCO, Nc1ccc(OC(F)F)cc1, [K+], O=N[O-], [Na+], [Na+], [Na+], O=C([O-])[O-], O=[N+]([O-])O, O=P(O)(O)O.